This data is from the Open Reaction Database (ORD), a public repository of structured organic reaction records. The task is: describe an organic reaction: reactants, conditions, products, and yield Reactants: COC1=CC=C(C=C1)N1N=CN=C1 (1-(4-methoxyphenyl)-1H-1,2,4-triazole), Br (hydrobromic acid). Product: N1(N=CN=C1)C1=CC=C(C=C1)O (4-(1H-1,2,4-triazol-1-yl)phenol). The yield is 74.0%. Reaction SMILES: C[O:2][C:3]1[CH:8]=[CH:7][C:6]([N:9]2[CH:13]=[N:12][CH:11]=[N:10]2)=[CH:5][CH:4]=1.Br>>[N:9]1([C:6]2[CH:5]=[CH:4][C:3]([OH:2])=[CH:8][CH:7]=2)[CH:13]=[N:12][CH:11]=[N:10]1. Procedure details: A mixture of 8 parts of 1-(4-methoxyphenyl)-1H-1,2,4-triazole and 150 parts of a hydrobromic acid solution 48% is stirred and refluxed overnight. The reaction mixture is evaporated and the residue is triturated in 2-propanone. The product is filtered off and crystallized from ethanol, yielding 5.5 parts (74%) of 4-(1H-1,2,4-triazol-1-yl)phenol; mp. 255.4° C. Reactants: OC(CN1C[C@H]([C@H](C1)C1=CC(N(C(=C1)C)CC(=O)O)=O)C1=CC=CC=C1)(C)C (4-(1-(2-hydroxy-2-methylpropyl)-cis-3-phenylpyrrolidin-4-yl)-6-methyl-1-carboxymethyl-2-pyridinone), Cl.Cl.NCC=1C=C2C(=CNC2=NC1)F (5-aminomethyl-3-fluoro-7-azaindole bis hydrochloride), C=1C=CC2=C(C1)N=NN2O (HOBT), CCN(C(C)C)C(C)C (DIEA), C(CCl)Cl (EDC). Run in CN(C)C=O (DMF). Run at time 18 hour. The product is OC(CN1C[C@H]([C@H](C1)C1=CC(N(C(=C1)C)CC(=O)NCC=1C=C2C(=CNC2=NC1)F)=O)C1=CC=CC=C1)(C)C (4-(1-(2-Hydroxy-2-methylpropyl)-cis-3-phenylpyrrolidin-4-yl)-6-methyl-1-(3-fluoro-7-azaindol-5-ylmethylaminocarbonylmethyl)-2-pyridinone). As a reaction SMILES: [OH:1][C:2]([CH3:28])([CH3:27])[CH2:3][N:4]1[CH2:8][C@H:7]([C:9]2[CH:14]=[C:13]([CH3:15])[N:12]([CH2:16][C:17]([OH:19])=O)[C:11](=[O:20])[CH:10]=2)[C@H:6]([C:21]2[CH:26]=[CH:25][CH:24]=[CH:23][CH:22]=2)[CH2:5]1.Cl.Cl.[NH2:31][CH2:32][C:33]1[CH:34]=[C:35]2[C:39](=[N:40][CH:41]=1)[NH:38][CH:37]=[C:36]2[F:42].C1C=CC2N(O)N=NC=2C=1.CCN(C(C)C)C(C)C.C(Cl)CCl>CN(C=O)C>[OH:1][C:2]([CH3:27])([CH3:28])[CH2:3][N:4]1[CH2:8][C@H:7]([C:9]2[CH:14]=[C:13]([CH3:15])[N:12]([CH2:16][C:17]([NH:31][CH2:32][C:33]3[CH:34]=[C:35]4[C:39](=[N:40][CH:41]=3)[NH:38][CH:37]=[C:36]4[F:42])=[O:19])[C:11](=[O:20])[CH:10]=2)[C@H:6]([C:21]2[CH:26]=[CH:25][CH:24]=[CH:23][CH:22]=2)[CH2:5]1 |f:1.2.3|. Procedure details: To a stirred solution of 4-(1-(2-hydroxy-2-methylpropyl)-cis-3-phenylpyrrolidin-4-yl)-6-methyl-1-carboxymethyl-2-pyridinone from step 8 above (0.23 mmol), 5-aminomethyl-3-fluoro-7-azaindole bis hydrochloride (55 mg, 0.23 mmol), HOBT (35 mg, 0.23 mmol) and DIEA (0.12 mL, 0.69 mmol) in DMF (2 mL) was added EDC (134 mg, 0.46 mmol). The resulting solution was stirred at ambient temperature for 18 h. The solvent was removed in vacuo and the residue was purified by flash column chromatography using a ...